From a dataset of the Open Reaction Database (ORD), a public repository of structured organic reaction records. describe an organic reaction: reactants, conditions, products, and yield The reactants are CC1(OC2=C(C3=C1CCC3)C(=CC(=C2)C(CCCC2=CC=CC=C2)C)O)C (4,4-dimethyl-9-hydroxy-7-(4-phenyl-1-methylbutyl)-1,2,3,4-tetrahydrocyclopenta[c] [1] benzopyran), Cl.O1CCN(CC1)CCCC(=O)O (γ-morpholinobutyric acid hydrochloride), C1(CCCCC1)N=C=NC1CCCCC1 (dicyclohexylcarbodiimide). Solvent: C(Cl)Cl (methylene chloride). Product: Cl.CC1(OC2=C(C3=C1CCC3)C(=CC(=C2)C(CCCC2=CC=CC=C2)C)OC(CCCN2CCOCC2)=O)C (4,4-Dimethyl-9-[4-(Morpholino)Butyryloxy]-7-(4-Phenyl-1-Methylbutyl)-1,2,3,4-Tetrahydrocyclopenta[c] [1]Benzopyran Hydrochloride). Reaction SMILES: [CH3:1][C:2]1([CH3:27])[C:7]2[CH2:8][CH2:9][CH2:10][C:6]=2[C:5]2[C:11]([OH:26])=[CH:12][C:13]([CH:15]([CH3:25])[CH2:16][CH2:17][CH2:18][C:19]3[CH:24]=[CH:23][CH:22]=[CH:21][CH:20]=3)=[CH:14][C:4]=2[O:3]1.[ClH:28].[O:29]1[CH2:34][CH2:33][N:32]([CH2:35][CH2:36][CH2:37][C:38](O)=[O:39])[CH2:31][CH2:30]1.C1(N=C=NC2CCCCC2)CCCCC1>C(Cl)Cl>[ClH:28].[CH3:27][C:2]1([CH3:1])[C:7]2[CH2:8][CH2:9][CH2:10][C:6]=2[C:5]2[C:11]([O:26][C:38](=[O:39])[CH2:37][CH2:36][CH2:35][N:32]3[CH2:31][CH2:30][O:29][CH2:34][CH2:33]3)=[CH:12][C:13]([CH:15]([CH3:25])[CH2:16][CH2:17][CH2:18][C:19]3[CH:20]=[CH:21][CH:22]=[CH:23][CH:24]=3)=[CH:14][C:4]=2[O:3]1 |f:1.2,5.6|. Reported procedure: 1.25 g. (3.5 mmoles) of 4,4-dimethyl-9-hydroxy-7-(4-phenyl-1-methylbutyl)-1,2,3,4-tetrahydrocyclopenta[c] [1] benzopyran, 0.76 g. (3.63 mmoles) of γ-morpholinobutyric acid hydrochloride and 0.76 g. (3.70 mmoles) of dicyclohexylcarbodiimide are combined in 75 ml. of methylene chloride and stirred at room temperature for 24 hours. The insoluble by-product of dicyclohexylurea is removed by filtration and the methylene chloride solution is concentrated to 20 ml. Cyclohexane is added until the desire... Starting materials: N1N=NN=C1NC(=O)C1=C(C=2CS(CCC2S1)=O)OC(C)C (3-isopropoxy-5-oxo-6,7-dihydro-4H-thieno[3,2-c] thiopyran-2-carboxylic acid (1H-tetrazol-5-yl) amide), S(=O)(=O)([O-])S(=O)[O-].[Na+].[Na+] (sodium metabisulfite). The solvent is C(C)(=O)O (acetic acid), OO (hydrogen peroxide). Conditions: time 3 day. Yields the product N1N=NN=C1NC(=O)C1=C(C=2CS(CCC2S1)(=O)=O)OC(C)C (3-isopropoxy-5,5-dioxo-6,7-dihydro-4H-thieno[3,2-c]thiopyran-2-carboxylic acid (1H-tetrazol-5-yl) amide). Reaction SMILES: [NH:1]1[C:5]([NH:6][C:7]([C:9]2[S:17][C:16]3[CH2:15][CH2:14][S:13](=[O:18])[CH2:12][C:11]=3[C:10]=2[O:19][CH:20]([CH3:22])[CH3:21])=[O:8])=[N:4][N:3]=[N:2]1.S(S([O-])=O)([O-])(=O)=[O:24].[Na+].[Na+]>C(O)(=O)C.OO>[NH:1]1[C:5]([NH:6][C:7]([C:9]2[S:17][C:16]3[CH2:15][CH2:14][S:13](=[O:24])(=[O:18])[CH2:12][C:11]=3[C:10]=2[O:19][CH:20]([CH3:22])[CH3:21])=[O:8])=[N:4][N:3]=[N:2]1 |f:1.2.3|. Procedure: To a stirred solution of 0.2 g (0.59 mmol) of 3-isopropoxy-5-oxo-6,7-dihydro-4H-thieno[3,2-c]thiopyran-2-carboxylic acid (1H-tetrazol-5-yl)amide (from Example 5) in 15 mL of glacial acetic acid was added in one portion 0.19 g of 31.5% aqueous hydrogen peroxide. The reaction mixture stood at 24° C. for 3 days, and then was treated with 10% aqueous sodium metabisulfite. The solvent was removed by evaporation under reduced pressure to give a solid residue. The solid was crystallized from 20 mL of e... Starting materials: Cl.N[C@@H](C(=O)O)C1=CC=CC=C1 ((R)-2-amino-2-phenylacetic acid hydrochloride), CCN(C(C)C)C(C)C (Hunig's base), C1(CCCC1)N=C=O (cyclopentyl isocyanate), CN(C)C=O (DMF). Conditions: time 10 minute. The product is C1(CCCC1)NC(N[C@@H](C(=O)OC(C)(C)C)C1=CC=CC=C1)=O ((R)-tert-butyl 2-(3-cyclopentylureido)-2-phenylacetate). As a reaction SMILES: Cl.[NH2:2][C@H:3]([C:7]1[CH:12]=[CH:11][CH:10]=[CH:9][CH:8]=1)[C:4]([OH:6])=[O:5].CCN([CH:19]([CH3:21])[CH3:20])C(C)C.[CH:22]1([N:27]=[C:28]=[O:29])[CH2:26][CH2:25][CH2:24][CH2:23]1.[CH3:30]N(C=O)C>>[CH:22]1([NH:27][C:28](=[O:29])[NH:2][C@H:3]([C:7]2[CH:12]=[CH:11][CH:10]=[CH:9][CH:8]=2)[C:4]([O:6][C:19]([CH3:21])([CH3:30])[CH3:20])=[O:5])[CH2:26][CH2:25][CH2:24][CH2:23]1 |f:0.1|. Procedure: To a stirred solution of (R)-2-amino-2-phenylacetic acid hydrochloride (1.0 g, 4.10 mmol) and Hunig's base (1.0 mL, 6.15 mmol) in DMF (15 mL) was added cyclopentyl isocyanate (0.46 mL, 4.10 mmol) dropwise and over 10 minutes. After stirring at room temperature for 3 hours, the reaction was concentrated under reduced pressure and the resulting residue was taken up in ethyl acetate. The organic layer was washed with H2O and brine, dried (MgSO4), filtered, and concentrated under reduced pressure. (... Reactants: FC(C(=O)O)(F)F.CN1N=C(C=2CNCCC21)C (1,3-dimethyl-4,5,6,7-tetrahydro-1H-pyrazolo[4,3-c]pyridine trifluoroacetic acid salt), CN1N=C2C(CN(CC2)C(=O)OC(C)(C)C)=C1C (tert-butyl 2,3-dimethyl-6,7-dihydro-2H-pyrazolo[4,3-c]pyridine-5(4H)-carboxylate). Product: FC(C(=O)O)(F)F.CN1N=C2C(CNCC2)=C1C (2,3-dimethyl-4,5,6,7-tetrahydro-2H-pyrazolo[4,3-c]pyridine trifluoroacetic acid salt). As a reaction SMILES: [F:1][C:2]([F:7])([F:6])[C:3]([OH:5])=[O:4].CN1C2CCNCC=2C(C)=N1.[CH3:19][N:20]1[C:35]([CH3:36])=[C:23]2[CH2:24][N:25](C(OC(C)(C)C)=O)[CH2:26][CH2:27][C:22]2=[N:21]1>>[F:1][C:2]([F:7])([F:6])[C:3]([OH:5])=[O:4].[CH3:19][N:20]1[C:35]([CH3:36])=[C:23]2[CH2:24][NH:25][CH2:26][CH2:27][C:22]2=[N:21]1 |f:0.1,3.4|. Procedure details: Prepared in a manner similar to 1,3-dimethyl-4,5,6,7-tetrahydro-1H-pyrazolo[4,3-c]pyridine trifluoroacetic acid salt, except using tert-butyl 2,3-dimethyl-6,7-dihydro-2H-pyrazolo[4,3-c]pyridine-5(4H)-carboxylate instead of tert-butyl 1,3-dimethyl-6,7-dihydro-1H-pyrazolo[4,3-c]pyridine-5(4H)-carboxylate. LCMS-ESI+: calc'd for C8H13N3: 152.1 (M+H+); Found: 152.0 (M+H+).